Dataset: the Open Reaction Database (ORD), a public repository of structured organic reaction records. Task: describe an organic reaction: reactants, conditions, products, and yield The reactants are COCC1COC(=O)N1c1ccc(C(=O)N2CCNCC2)c(S(C)(=O)=O)c1, Clc1cnc(Cl)c(Cl)c1. Product: COCC1COC(=O)N1c1ccc(C(=O)N2CCN(c3ncc(Cl)cc3Cl)CC2)c(S(C)(=O)=O)c1. Reaction SMILES: [CH3:1][S:2](=[O:3])(=[O:4])[c:5]1[cH:6][c:7]([N:19]2[C:20](=[O:27])[O:21][CH2:22][CH:23]2[CH2:24][O:25][CH3:26])[cH:8][cH:9][c:10]1[C:11](=[O:12])[N:13]1[CH2:14][CH2:15][NH:16][CH2:17][CH2:18]1.[Cl:28][c:29]1[n:30][cH:31][c:32]([Cl:36])[cH:33][c:34]1[Cl:35]>>[CH3:1][S:2](=[O:3])(=[O:4])[c:5]1[cH:6][c:7]([N:19]2[C:20](=[O:27])[O:21][CH2:22][CH:23]2[CH2:24][O:25][CH3:26])[cH:8][cH:9][c:10]1[C:11](=[O:12])[N:13]1[CH2:14][CH2:15][N:16]([c:29]2[n:30][cH:31][c:32]([Cl:36])[cH:33][c:34]2[Cl:35])[CH2:17][CH2:18]1. Reactants: FC=1C=CC(=C(C1)NC(OC(C)(C)C)=O)[N+](=O)[O-] (tert-Butyl 5-fluoro-2-nitrophenylcarbamate). Reagents/catalysts: [Ni] (Raney nickel). Run in C1CCOC1 (THF). Reaction conditions: temperature 50 celsius. Product: NC1=C(C=C(C=C1)F)NC(OC(C)(C)C)=O (tert-butyl 2-amino-5-fluorophenylcarbamate). Yield: 85.2%. Reaction SMILES: [F:1][C:2]1[CH:3]=[CH:4][C:5]([N+:16]([O-])=O)=[C:6]([NH:8][C:9](=[O:15])[O:10][C:11]([CH3:14])([CH3:13])[CH3:12])[CH:7]=1>[Ni].C1COCC1>[NH2:16][C:5]1[CH:4]=[CH:3][C:2]([F:1])=[CH:7][C:6]=1[NH:8][C:9](=[O:15])[O:10][C:11]([CH3:13])([CH3:12])[CH3:14]. Procedure details: A slurry of Raney nickel (W.R. Grace 2800, 30.6 g calc. dry weight) was added to a 2-gallon Parr stirred pressure reactor containing THF (3 L). tert-Butyl 5-fluoro-2-nitrophenylcarbamate (102 g) was added. The vessel was sealed, purged, and pressurized to about 30 psig with hydrogen. The mixture was vigorously stirred at ambient temperature (20° C.) while hydrogen was supplied on-demand at 30 psig. After stirring for 16 h, the vessel was vented and purged with nitrogen. The product mixture was f...